From a dataset of the Open Reaction Database (ORD), a public repository of structured organic reaction records. describe an organic reaction: reactants, conditions, products, and yield The reactants are BrC=1C=C(C=CC(=O)O)C=CC1 (3-bromocinnamic acid), C(C)O (ethanol). Reagents/catalysts: S(O)(O)(=O)=O (sulfuric acid). Yields the product BrC=1C=C(C=CC1)C=CC(=O)OCC (ethyl 3-(3-bromophenyl)-2-propenoate). Reaction SMILES: [Br:1][C:2]1[CH:3]=[C:4]([CH:10]=[CH:11][CH:12]=1)[CH:5]=[CH:6][C:7]([OH:9])=[O:8].[CH2:13](O)[CH3:14]>S(=O)(=O)(O)O>[Br:1][C:2]1[CH:3]=[C:4]([CH:5]=[CH:6][C:7]([O:9][CH2:13][CH3:14])=[O:8])[CH:10]=[CH:11][CH:12]=1. Procedure details: Under a nitrogen atmosphere, a stirred solution of 10.1 grams (0.045 mole) of 3-bromocinnamic acid and 40 drops of concentrated sulfuric acid in 75 mL of ethanol was heated at reflux for about 19 hours. After this time the reaction mixture was concentrated under reduced pressure to a residual oil. The oil was dissolved in methylene chloride, and the solution was washed with 50 mL of water and then with 50 mL of an aqueous solution saturated with sodium bicarbonate. The organic layer was dried wi...